From a dataset of the Open Reaction Database (ORD), a public repository of structured organic reaction records. describe an organic reaction: reactants, conditions, products, and yield The product is CC(=O)c1cc(Cn2cc([N+](=O)[O-])cn2)on1. Reaction SMILES: [Cl:20][CH2:21][Cl:22].[N+:3](=[O:4])([O-:5])[c:6]1[cH:7][n:8][n:9]([CH2:11][c:12]2[cH:13][c:14]([CH:17]([CH3:18])[OH:19])[n:15][o:16]2)[cH:10]1.[N:1]#[N:2].[O:23]=[Mn:24]=[O:25]>>[N+:3](=[O:4])([O-:5])[c:6]1[cH:7][n:8][n:9]([CH2:11][c:12]2[cH:13][c:14]([C:17]([CH3:18])=[O:19])[n:15][o:16]2)[cH:10]1. Reactants: ClCCl, CC(O)c1cc(Cn2cc([N+](=O)[O-])cn2)on1, N#N, O=[Mn]=O. Reactants: C1(=CC=CC=C1)COC(=O)N1CCN(CC1)C(=O)[C@H]1C[C@@H](SC(C)=O)CO1 (4-(4-S-Acetyl-2,5-anhydro-3-deoxy-4-thio-L-threo-pentonoyl)-1-piperazinecarboxylic acid phenylmethyl ester), [OH-].[Na+] (sodium hydroxide), [OH-].[Na+] (sodium hydroxide). The solvent is CO (methyl alcohol). Run at time 1 hour. The product is C1(=CC=CC=C1)COC(=O)N1CCN(CC1)C(=O)[C@H]1C[C@@H](S)CO1 (4-(2,5-Anhydro-3-deoxy-4-thio-L-threo-pentonoyl)-1-piperazinecarboxylic acid phenylmethyl ester). Isolated yield 65.0%. RXN SMILES: [C:1]1([CH2:7][O:8][C:9]([N:11]2[CH2:16][CH2:15][N:14]([C:17]([C@@H:19]3[O:27][CH2:26][C@H:21]([S:22]C(=O)C)[CH2:20]3)=[O:18])[CH2:13][CH2:12]2)=[O:10])[CH:6]=[CH:5][CH:4]=[CH:3][CH:2]=1.[OH-].[Na+]>CO>[C:1]1([CH2:7][O:8][C:9]([N:11]2[CH2:16][CH2:15][N:14]([C:17]([C@@H:19]3[O:27][CH2:26][C@H:21]([SH:22])[CH2:20]3)=[O:18])[CH2:13][CH2:12]2)=[O:10])[CH:6]=[CH:5][CH:4]=[CH:3][CH:2]=1 |f:1.2|. Procedure details: A 0° C. solution, under argon, of 0.20 g of product from Example 152 in 1.5 ml of dry methyl alcohol is treated with 0.25 ml of 4N sodium hydroxide. The reaction is monitored by thin layer chromatography. After 1 hour an additional 0.17 ml of 4N sodium hydroxide is added and the reaction stirred 1 hour. The reaction mixture is quenched with 1.86N hydrochloric acid/isopropyl alcohol, concentrated in vacuo and chromatographed (silica gel: 20-80% ethyl acetate/hexane) to give 0.116 g of the desired... Reactants: ice water, NC=1SC(=C(N1)C1=C(C=CC=C1)C(F)(F)F)C(=O)N (2-amino-4-(2-trifluoromethyl-phenyl)-thiazole-5-carboxylic acid amide), COC(C1=CC(=C(C=C1)[N+](=O)[O-])F)OC (4-dimethoxymethyl-2-fluoro-1-nitro-benzene), C([O-])([O-])=O.[Cs+].[Cs+] (cesium carbonate). Run in CN(C=O)C (dimethylformamide). The product is COC(C=1C=CC(=C(C1)NC=1SC(=C(N1)C1=C(C=CC=C1)C(F)(F)F)C(=O)N)[N+](=O)[O-])OC (2-(5-dimethoxymethyl-2-nitro-phenylamino)-4-(2-trifluoromethyl-phenyl)-thiazole-5-carboxylic acid amide). Yield: 68.1%. RXN SMILES: [NH2:1][C:2]1[S:3][C:4]([C:17]([NH2:19])=[O:18])=[C:5]([C:7]2[CH:12]=[CH:11][CH:10]=[CH:9][C:8]=2[C:13]([F:16])([F:15])[F:14])[N:6]=1.[CH3:20][O:21][CH:22]([O:33][CH3:34])[C:23]1[CH:28]=[CH:27][C:26]([N+:29]([O-:31])=[O:30])=[C:25](F)[CH:24]=1.C(=O)([O-])[O-].[Cs+].[Cs+]>CN(C)C=O>[CH3:34][O:33][CH:22]([O:21][CH3:20])[C:23]1[CH:28]=[CH:27][C:26]([N+:29]([O-:31])=[O:30])=[C:25]([NH:1][C:2]2[S:3][C:4]([C:17]([NH2:19])=[O:18])=[C:5]([C:7]3[CH:12]=[CH:11][CH:10]=[CH:9][C:8]=3[C:13]([F:16])([F:14])[F:15])[N:6]=2)[CH:24]=1 |f:2.3.4|. Procedure details: A mixture of 0.20 g (0.70 mmole) of 2-amino-4-(2-trifluoromethyl-phenyl)-thiazole-5-carboxylic acid amide (V.17), 0.18 g (0.84 mmole) of 4-dimethoxymethyl-2-fluoro-1-nitro-benzene (IV.2a) and 1.14 g (3.5 mmole) of cesium carbonate in 12 mL of dimethylformamide was heated to 60 degrees for 3 hours, then cooled. The mixture was poured into ice water, extracted three times with ethyl acetate. The combined organic layers were washed with water, brine, dried over anhydrous sodium sulfate, filtered an... Reactants: NC1=NC=C(C=C1)N (2,5-diaminopyridine), [N+](=O)([O-])C1=CC=C(C=C1)Cl (p-nitrochlorobenzene), C([O-])([O-])=O.[K+].[K+] (potassium carbonate). The reagents and catalysts are [Cu] (copper). Run in CN(C=O)C (dimethylformamide). Run at time 4 day. Yields the product 26, [N+](=O)([O-])C1=CC=C(C=C1)C1(C(N(C=C(C1)N)C1=CC=C(C=C1)[N+](=O)[O-])(N)C1=CC=C(C=C1)[N+](=O)[O-])C1=CC=C(C=C1)[N+](=O)[O-] (tetrakis(p-nitrophenyl)-2,5-diaminopyridine). Reaction SMILES: [NH2:1][C:2]1[CH:7]=[CH:6][C:5]([NH2:8])=[CH:4][N:3]=1.[N+:9]([C:12]1[CH:17]=[CH:16][C:15](Cl)=[CH:14][CH:13]=1)([O-:11])=[O:10].C(=O)([O-])[O-].[K+].[K+]>[Cu].CN(C)C=O>[N+:9]([C:12]1[CH:17]=[CH:16][C:15]([C:7]2([C:15]3[CH:16]=[CH:17][C:12]([N+:9]([O-:11])=[O:10])=[CH:13][CH:14]=3)[CH2:6][C:5]([NH2:8])=[CH:4][N:3]([C:15]3[CH:16]=[CH:17][C:12]([N+:9]([O-:11])=[O:10])=[CH:13][CH:14]=3)[C:2]2([C:15]2[CH:16]=[CH:17][C:12]([N+:9]([O-:11])=[O:10])=[CH:13][CH:14]=2)[NH2:1])=[CH:14][CH:13]=1)([O-:11])=[O:10] |f:2.3.4|. Procedure: 0.1 mole of 2,5-diaminopyridine, 0.43 mole of p-nitrochlorobenzene, 0.23 mol of anhydrous potassium carbonate, and 2 parts by weight of powdery copper in 130 parts of dimethylformamide was refluxed with stirring for 4 days. After the reaction, the reaction mixture was filtered. The filtered matter was washed with dimethyformamide, water, and acetone, and was dried to obtain 26 parts of tetrakis(p-nitrophenyl)-2,5-diaminopyridine. The reactants are CCN(CC)CCCc1ccc2[nH]c(C=O)cc2c1, CCO, O=C1Cc2ccccc2N1. Product: CCN(CC)CCCc1ccc2[nH]c(C=C3C(=O)Nc4ccccc43)cc2c1. Reaction SMILES: [CH2:11]([CH3:12])[N:13]([CH2:14][CH2:15][CH2:16][c:17]1[cH:18][c:19]2[cH:20][c:21]([CH:26]=[O:27])[nH:22][c:23]2[cH:24][cH:25]1)[CH2:28][CH3:29].[CH3:30][CH2:31][OH:32].[NH:1]1[C:2](=[O:10])[CH2:3][c:4]2[cH:5][cH:6][cH:7][cH:8][c:9]21>>[NH:1]1[C:2](=[O:10])[C:3](=[CH:26][c:21]2[cH:20][c:19]3[cH:18][c:17]([CH2:16][CH2:15][CH2:14][N:13]([CH2:11][CH3:12])[CH2:28][CH3:29])[cH:25][cH:24][c:23]3[nH:22]2)[c:4]2[cH:5][cH:6][cH:7][cH:8][c:9]21.